From a dataset of the Open Reaction Database (ORD), a public repository of structured organic reaction records. describe an organic reaction: reactants, conditions, products, and yield Reactants: CCc1c(C(=O)OC)cn2nc[nH]c(=O)c12, Cc1ccccc1, CCN(C(C)C)C(C)C, O=P(Cl)(Cl)Cl. Reaction SMILES: [CH2:1]([CH3:2])[c:3]1[c:4]([C:13](=[O:14])[O:15][CH3:16])[cH:5][n:6]2[n:7][cH:8][nH:9][c:10](=[O:12])[c:11]12.[CH3:31][c:32]1[cH:33][cH:34][cH:35][cH:36][cH:37]1.[CH:17]([N:18]([CH:19]([CH3:20])[CH3:21])[CH2:22][CH3:23])([CH3:24])[CH3:25].[P:26]([Cl:27])([Cl:28])([Cl:29])=[O:30]>>[CH2:1]([CH3:2])[c:3]1[c:4]([C:13](=[O:14])[O:15][CH3:16])[cH:5][n:6]2[n:7][cH:8][n:9][c:10]([Cl:28])[c:11]12. Product: CCc1c(C(=O)OC)cn2ncnc(Cl)c12. Reactants: COC(=O)CCCCCCCOC=1C(=CC=2C(CCC(C2C1)(C)C)(C)C)[Se]C1=CC=C(C(=O)OCC)C=C1 (ethyl 4-[3-(7-methoxycarbonylheptyloxy)-5,5,8,8-tetramethyl5,6,7,8-tetrahydro-2-naphthylselanyl]benzoate), [OH-].[Na+] (sodium hydroxide), white powder. Solvent: C1CCOC1.C(C)O (THF ethanol). Product: C(=O)(O)CCCCCCCOC=1C(=CC=2C(CCC(C2C1)(C)C)(C)C)[Se]C1=CC=C(C(=O)O)C=C1 (4-[3-(7-Carboxyheptyloxy)-5,5,8,8-tetramethyl-5,6,7,8-tetrahydro-2-naphthylselanyl]benzoic acid). Reaction SMILES: C[O:2][C:3]([CH2:5][CH2:6][CH2:7][CH2:8][CH2:9][CH2:10][CH2:11][O:12][C:13]1[C:14]([Se:27][C:28]2[CH:38]=[CH:37][C:31]([C:32]([O:34]CC)=[O:33])=[CH:30][CH:29]=2)=[CH:15][C:16]2[C:17]([CH3:26])([CH3:25])[CH2:18][CH2:19][C:20]([CH3:24])([CH3:23])[C:21]=2[CH:22]=1)=[O:4].[OH-].[Na+]>C1COCC1.C(O)C>[C:3]([CH2:5][CH2:6][CH2:7][CH2:8][CH2:9][CH2:10][CH2:11][O:12][C:13]1[C:14]([Se:27][C:28]2[CH:38]=[CH:37][C:31]([C:32]([OH:34])=[O:33])=[CH:30][CH:29]=2)=[CH:15][C:16]2[C:17]([CH3:25])([CH3:26])[CH2:18][CH2:19][C:20]([CH3:24])([CH3:23])[C:21]=2[CH:22]=1)([OH:4])=[O:2] |f:1.2,3.4|. Procedure details: In a manner similar to that of Example 2, by reaction of 410 mg (0.7 mmol) of ethyl 4-[3-(7-methoxycarbonylheptyloxy)-5,5,8,8-tetramethyl5,6,7,8-tetrahydro-2-naphthylselanyl]benzoate with 280 mg (7 mmol) of sodium hydroxide in a THF/ethanol mixture (5 ml/5 ml), 326 mg (85%) of a white powder are obtained. m.p.: 183° C. Starting materials: C1(CC1)NS(=O)(=O)NC(OC(C)(C)C)=O (tert-butyl cyclopropylsulfamoylcarbamate), BrCCBr (1,2-dibromoethane), C(=O)([O-])[O-].[K+].[K+] (K2CO3). The reagents and catalysts are [I-].C(CCC)[N+](CCCC)(CCCC)CCCC (tetrabutylammonium iodide). Solvent: CC(=O)C (acetone), CC(OCC)=O (EA). Run at time 15 hour. Yields the product C1(CC1)N1CCN(S1(=O)=O)C(=O)OC(C)(C)C (tert-butyl 5-cyclopropyl-1,1-dioxo-[1,2,5]thiadiazolidine-2-carboxylate). As a reaction SMILES: [CH:1]1([NH:4][S:5]([NH:8][C:9](=[O:15])[O:10][C:11]([CH3:14])([CH3:13])[CH3:12])(=[O:7])=[O:6])[CH2:3][CH2:2]1.Br[CH2:17][CH2:18]Br.C([O-])([O-])=O.[K+].[K+]>CC(C)=O.[I-].C([N+](CCCC)(CCCC)CCCC)CCC.CC(=O)OCC>[CH:1]1([N:4]2[S:5](=[O:7])(=[O:6])[N:8]([C:9]([O:10][C:11]([CH3:12])([CH3:14])[CH3:13])=[O:15])[CH2:18][CH2:17]2)[CH2:2][CH2:3]1 |f:2.3.4,6.7|. Reported procedure: 410 mg of tert-butyl cyclopropylsulfamoylcarbamate, 150 μl of 1,2-dibromoethane and 719 mg of K2CO3 were boiled under reflux in 6 ml of anhydrous acetone for 9 hours. The reaction mixture was left to stand at RT for 15 hours. Then 20 mg of tetrabutylammonium iodide were added, and the mixture was boiled under reflux for 9 hours. It was then diluted with 100 ml of EA and washed twice with 10 ml of water each time. After drying over Na2SO4, the solvent was removed in vacuo. 400 mg of a colorless o... The reactants are COC(=O)c1cc2ccc(O[Si](C)(C)C(C)(C)C)cc2[nH]1, O=C1CCC(=O)N1Br, CN(C)C=O. The product is COC(=O)c1[nH]c2cc(O[Si](C)(C)C(C)(C)C)ccc2c1Br. Reaction SMILES: [CH3:9][C:10]([CH3:11])([CH3:12])[Si:13]([O:14][c:15]1[cH:16][cH:17][c:18]2[cH:19][c:20]([C:24](=[O:25])[O:26][CH3:27])[nH:21][c:22]2[cH:23]1)([CH3:28])[CH3:29].[O:1]=[C:2]1[N:3]([Br:8])[C:4](=[O:5])[CH2:6][CH2:7]1.[O:30]=[CH:31][N:32]([CH3:33])[CH3:34]>>[Br:8][c:19]1[c:18]2[cH:17][cH:16][c:15]([O:14][Si:13]([C:10]([CH3:9])([CH3:11])[CH3:12])([CH3:28])[CH3:29])[cH:23][c:22]2[nH:21][c:20]1[C:24](=[O:25])[O:26][CH3:27]. Reactants: CN(C)C=O, CI, [Na+], [Na+], O=C([O-])[O-], O, O=Cc1cc([N+](=O)[O-])ccc1O. The product is COc1ccc([N+](=O)[O-])cc1C=O. As a reaction SMILES: [CH3:22][N:23]([CH3:24])[CH:25]=[O:26].[I:13][CH3:14].[Na+:15].[Na+:16].[O-:17][C:18](=[O:19])[O-:20].[OH2:21].[OH:1][c:2]1[c:3]([CH:4]=[O:5])[cH:6][c:7]([N+:10](=[O:11])[O-:12])[cH:8][cH:9]1>>[O:1]([c:2]1[c:3]([CH:4]=[O:5])[cH:6][c:7]([N+:10](=[O:11])[O-:12])[cH:8][cH:9]1)[CH3:18]. Starting materials: C(C)OC(=O)C1(CC2=CC=CC=C2C1)NC(=O)C1=CC=C(C2=CC=CC=C12)F (2-[(4-Fluoro-naphthalene-1-carbonyl)-amino]-indan-2-carboxylic acid ethyl ester), [OH-].[K+] (KOH), O (water). Run in CCO (EtOH). Reaction conditions: time 6 hour. Yields the product FC1=CC=C(C2=CC=CC=C12)C(=O)NC1(CC2=CC=CC=C2C1)C(=O)O (2-[(4-Fluoro-naphthalene-1-carbonyl)-amino]-indan-2-carboxylic acid). Isolated yield 103.8%. RXN SMILES: C([O:3][C:4]([C:6]1([NH:15][C:16]([C:18]2[C:27]3[C:22](=[CH:23][CH:24]=[CH:25][CH:26]=3)[C:21]([F:28])=[CH:20][CH:19]=2)=[O:17])[CH2:14][C:13]2[C:8](=[CH:9][CH:10]=[CH:11][CH:12]=2)[CH2:7]1)=[O:5])C.[OH-].[K+].O>CCO>[F:28][C:21]1[C:22]2[C:27](=[CH:26][CH:25]=[CH:24][CH:23]=2)[C:18]([C:16]([NH:15][C:6]2([C:4]([OH:5])=[O:3])[CH2:7][C:8]3[C:13](=[CH:12][CH:11]=[CH:10][CH:9]=3)[CH2:14]2)=[O:17])=[CH:19][CH:20]=1 |f:1.2|. Reported procedure: The mixture of 2-[(4-fluoro-naphthalene-1-carbonyl)-amino]-indan-2-carboxylic acid ethyl ester (43) (180 mg, 0.48 mmol) and KOH (600 mg, 10.7 mmol) is dissolved in EtOH (10 mL) and water (1 mL) under a water bath. The water bath is removed when KOH is completely dissolved and the resulting reaction solution is stirred at RT for 6 h. After concentration in vacuo, the residue is dissolved in water (20 mL) and acidified with conc. HCl until no more white precipitate formed. The precipitate is filte... The product is CCOC(=O)c1cccc(-c2ccc(O)cc2)c1. Reactants: CCOC(C)=O, CCOC(=O)c1cccc(-c2ccc(OCc3ccccc3)cc2)c1, CCO, Cl, [H][H], [OH-], [OH-], O=C(O)C(F)(F)F, [Pd+2]. Reaction SMILES: [C:36]([O:37][CH2:38][CH3:39])(=[O:40])[CH3:41].[CH2:1]([CH3:2])[O:3][C:4](=[O:5])[c:6]1[cH:7][c:8](-[c:12]2[cH:13][cH:14][c:15]([O:18][CH2:19][c:20]3[cH:21][cH:22][cH:23][cH:24][cH:25]3)[cH:16][cH:17]2)[cH:9][cH:10][cH:11]1.[CH2:42]([OH:43])[CH3:44].[ClH:28].[H:26][H:27].[OH-:45].[OH-:47].[OH:29][C:30]([C:31]([F:32])([F:33])[F:34])=[O:35].[Pd+2:46]>>[CH2:1]([CH3:2])[O:3][C:4](=[O:5])[c:6]1[cH:7][c:8](-[c:12]2[cH:13][cH:14][c:15]([OH:18])[cH:16][cH:17]2)[cH:9][cH:10][cH:11]1.